Task: describe an organic reaction: reactants, conditions, products, and yield. Dataset: the Open Reaction Database (ORD), a public repository of structured organic reaction records Reactants: IC1=CC=C(C=C1)NS(=O)(=O)C (N-(4-iodophenyl)methanesulphonamide), [OH-].[Na+] (sodium hydroxide), IC (iodomethane), ClCCl (dichloromethane). Reagents/catalysts: S([O-])(O)(=O)=O.C(CCC)[N+](CCCC)(CCCC)CCCC (tetrabutylammonium bisulphate). Run in O (Water). Reaction conditions: time 2 hour. The product is IC1=CC=C(C=C1)N(S(=O)(=O)C)C (N-(4-Iodophenyl)-N-methylmethanesulphonamide). Reaction SMILES: [I:1][C:2]1[CH:7]=[CH:6][C:5]([NH:8][S:9]([CH3:12])(=[O:11])=[O:10])=[CH:4][CH:3]=1.[OH-].[Na+].IC.Cl[CH2:18]Cl>S(=O)(=O)(O)[O-].C([N+](CCCC)(CCCC)CCCC)CCC.O>[I:1][C:2]1[CH:3]=[CH:4][C:5]([N:8]([CH3:18])[S:9]([CH3:12])(=[O:11])=[O:10])=[CH:6][CH:7]=1 |f:1.2,5.6|. Procedure: A mixture of N-(4-iodophenyl)methanesulphonamide (4.3 g), 50% aqueous sodium hydroxide (25 ml), iodomethane (5 ml), dichloromethane (10 ml) and tetrabutylammonium bisulphate (0.5 g) was stirred vigorously for 2 h. Water (50 ml) was added and the mixture was extracted with ether (3×50 ml). The organic extracts were washed with water and brine, dried and concentrated to a solid which was triturated with hexane to give the title compound as white crystals (4.1 g) m.p. 106°-107°. Reactants: O=C([O-])O, COc1ccccc1-c1nn(COCC[Si](C)(C)C)c2ncc(-c3ccc(NC(=O)c4cn(C)cn4)c(C(=O)N(C)C)c3)cc12, CC(=O)O, [O-][Cl+3]([O-])([O-])O, [Na+], C1CCOC1. Yields the product COc1ccccc1-c1n[nH]c2ncc(-c3ccc(NC(=O)c4cn(C)cn4)c(C(=O)N(C)C)c3)cc12. Reaction SMILES: [C:51](=[O:52])([OH:53])[O-:54].[CH3:1][N:2]([C:3](=[O:4])[c:5]1[c:6]([NH:36][C:37](=[O:38])[c:39]2[n:40][cH:41][n:42]([CH3:44])[cH:43]2)[cH:7][cH:8][c:9](-[c:11]2[cH:12][c:13]3[c:14]([n:15][cH:16]2)[n:17]([CH2:28][O:29][CH2:30][CH2:31][Si:32]([CH3:33])([CH3:34])[CH3:35])[n:18][c:19]3-[c:20]2[c:21]([O:26][CH3:27])[cH:22][cH:23][cH:24][cH:25]2)[cH:10]1)[CH3:45].[CH3:61][C:62](=[O:63])[OH:64].[Cl+3:46]([OH:47])([O-:48])([O-:49])[O-:50].[Na+:55].[O:56]1[CH2:57][CH2:58][CH2:59][CH2:60]1>>[CH3:1][N:2]([C:3](=[O:4])[c:5]1[c:6]([NH:36][C:37](=[O:38])[c:39]2[n:40][cH:41][n:42]([CH3:44])[cH:43]2)[cH:7][cH:8][c:9](-[c:11]2[cH:12][c:13]3[c:14]([n:15][cH:16]2)[nH:17][n:18][c:19]3-[c:20]2[c:21]([O:26][CH3:27])[cH:22][cH:23][cH:24][cH:25]2)[cH:10]1)[CH3:45].